From a dataset of the Open Reaction Database (ORD), a public repository of structured organic reaction records. describe an organic reaction: reactants, conditions, products, and yield The reactants are NC1=NC=C(C(=C1N)N[C@H]1[C@H]([C@@H]2C=C[C@H]1C2)C(=O)N)Br ((1S,2S,3R,4R)-3-(2,3-Diamino-5-bromo-pyridin-4-ylamino)-bicyclo[2.2.1]hept-5-ene-2-carboxylic acid amide), N1(N=CC=C1)C1=C(C=O)C=CC=C1 (2-Pyrazol-1-yl-benzaldehyde). Yields the product BrC=1C(=C2C(=NC1)NC(=N2)C2=C(C=CC=C2)N2N=CC=C2)N[C@H]2[C@H]([C@@H]1C=C[C@H]2C1)C(=O)N ((1S,2S,3R,4R)-3-[6-Bromo-2-(2-pyrazol-1-yl-phenyl)-3H-imidazo[4,5-b]pyridin-7-ylamino]-bicyclo[2.2.1]hept-5-ene-2-carboxylic acid amide). Yield: 45.5%. RXN SMILES: [NH2:1][C:2]1[C:7]([NH2:8])=[C:6]([NH:9][C@@H:10]2[C@@H:15]3[CH2:16][C@@H:12]([CH:13]=[CH:14]3)[C@@H:11]2[C:17]([NH2:19])=[O:18])[C:5]([Br:20])=[CH:4][N:3]=1.[N:21]1([C:26]2[CH:33]=[CH:32][CH:31]=[CH:30][C:27]=2[CH:28]=O)[CH:25]=[CH:24][CH:23]=[N:22]1>>[Br:20][C:5]1[C:6]([NH:9][C@@H:10]2[C@@H:15]3[CH2:16][C@@H:12]([CH:13]=[CH:14]3)[C@@H:11]2[C:17]([NH2:19])=[O:18])=[C:7]2[N:8]=[C:28]([C:27]3[CH:30]=[CH:31][CH:32]=[CH:33][C:26]=3[N:21]3[CH:25]=[CH:24][CH:23]=[N:22]3)[NH:1][C:2]2=[N:3][CH:4]=1. Procedure: In a similar fashion to Compound LXXXVII, (1S,2S,3R,4R)-3-(2,3-Diamino-5-bromo-pyridin-4-ylamino)-bicyclo[2.2.1]hept-5-ene-2-carboxylic acid amide (50 mg, 0.148 mmol) and 2-Pyrazol-1-yl-benzaldehyde (28 mg, 0.163 mmol) were reacted to produce 33 mg (45%) of the title compound. mp: 120° C., 1H NMR (300 MHz, DMSO-d6): 12.88 (s, 1H), 8.00 (s, 1H), 7.82 (d, J=8 Hz, 1H), 7.77 (s, 1H), 7.66 (m, 3H), 7.60 (m, 1H), 7.57 (s, 1H), 7.16 (s, 1H), 7.04 (d, J=8 Hz, 1H), 6.37 (s, 1H), 6.22 (s, 1H), 6.10 (s, 1H... Reactants: FC1=CC=C(C=C1)N1N=CC2=CC(=CC=C12)O[C@@H]([C@H](C)N)C1=CC(=CC=C1)OC ((1R,2S)-1-{[1-(4-fluorophenyl)-1H-indazol-5-yl]oxy}-1-(3-methoxyphenyl)propan-2-amine), FCC(=O)Cl (fluoroacetyl chloride). The product is FCC(=O)N[C@H]([C@@H](C1=CC(=CC=C1)OC)OC=1C=C2C=NN(C2=CC1)C1=CC=C(C=C1)F)C (2-Fluoro-N-[(1R,2S)-1-[1-(4-fluorophenyl)indazol-5-yl]oxy-1-(3-methoxyphenyl)propan-2-yl]acetamide). RXN SMILES: [F:1][C:2]1[CH:7]=[CH:6][C:5]([N:8]2[C:16]3[C:11](=[CH:12][C:13]([O:17][C@H:18]([C:22]4[CH:27]=[CH:26][CH:25]=[C:24]([O:28][CH3:29])[CH:23]=4)[C@@H:19]([NH2:21])[CH3:20])=[CH:14][CH:15]=3)[CH:10]=[N:9]2)=[CH:4][CH:3]=1.[F:30][CH2:31][C:32](Cl)=[O:33]>>[F:30][CH2:31][C:32]([NH:21][C@@H:19]([CH3:20])[C@H:18]([O:17][C:13]1[CH:12]=[C:11]2[C:16](=[CH:15][CH:14]=1)[N:8]([C:5]1[CH:4]=[CH:3][C:2]([F:1])=[CH:7][CH:6]=1)[N:9]=[CH:10]2)[C:22]1[CH:27]=[CH:26][CH:25]=[C:24]([O:28][CH3:29])[CH:23]=1)=[O:33]. Procedure details: Prepared as described in Example 1 using (1R,2S)-1-{[1-(4-fluorophenyl)-1H-indazol-5-yl]oxy}-1-(3-methoxyphenyl)propan-2-amine (6a, 19 mg, 50 μmol) and fluoroacetyl chloride (14 mg, 150 μmol). Yield 16 mg (71%). Reactants: [Br-], O=S1C=Nc2c(Br)cccc21, CCCC[N+](CCCC)(CCCC)CCCC, Cc1ccccc1, COS(=O)(=O)OC, [Na+], [OH-], O. Yields the product CN1CS(=O)c2cccc(Br)c21. RXN SMILES: [Br-:29].[Br:1][c:2]1[cH:3][cH:4][cH:5][c:6]2[c:7]1[N:8]=[CH:9][S:10]2=[O:11].[CH2:30]([N+:31]([CH2:32][CH2:33][CH2:34][CH3:35])([CH2:36][CH2:37][CH2:38][CH3:39])[CH2:40][CH2:41][CH2:42][CH3:43])[CH2:44][CH2:45][CH3:46].[CH3:14][c:15]1[cH:16][cH:17][cH:18][cH:19][cH:20]1.[CH3:21][O:22][S:23]([O:24][CH3:25])(=[O:26])=[O:27].[Na+:13].[OH-:12].[OH2:28]>>[Br:1][c:2]1[cH:3][cH:4][cH:5][c:6]2[c:7]1[N:8]([CH3:14])[CH2:9][S:10]2=[O:11]. RXN SMILES: Cl[C:2]1[CH:7]=[C:6]([N+:8]([O-])=O)[CH:5]=[CH:4][N:3]=1.[NH:11]1[CH2:16][CH2:15][CH:14]([NH:17][C:18](=[O:24])[O:19][C:20]([CH3:23])([CH3:22])[CH3:21])[CH2:13][CH2:12]1>>[NH2:8][C:6]1[CH:5]=[CH:4][N:3]=[C:2]([N:11]2[CH2:12][CH2:13][CH:14]([NH:17][C:18](=[O:24])[O:19][C:20]([CH3:22])([CH3:21])[CH3:23])[CH2:15][CH2:16]2)[CH:7]=1. Reported procedure: Following General procedure H, 2-chloro-4-nitropyridine (500 mg, 3.1 mmol) was reacted with tert-butyl piperidin-4-ylcarbamate (695 mg, 3.5 mmol) followed by reduction to afford the desired product (300 mg, 33%) as a purple solid: ESI MS m/z 293 [C15H24N4O2+H]+. Yield: 33.1%. Reactants: ClC1=NC=CC(=C1)[N+](=O)[O-] (2-chloro-4-nitropyridine), N1CCC(CC1)NC(OC(C)(C)C)=O (tert-butyl piperidin-4-ylcarbamate). Yields the product NC1=CC(=NC=C1)N1CCC(CC1)NC(OC(C)(C)C)=O (tert-butyl 1-(4-aminopyridin-2-yl)piperidin-4-ylcarbamate). Starting materials: C(=O)(O)[O-].[Na+] (NaHCO3), O (H2O), ClCC1=C(C=C(C(=C1)C)CP(=O)(OCC)OCC)C (α-chloro-α'-diethylphosphono-2,5-dimethyl-p-xylene). Solvent: CS(=O)C (DMSO), CS(=O)C (DMSO), C(Cl)(Cl)Cl (chloroform). Conditions: time 7 minute. Product: CC1=C(C=O)C=C(C(=C1)CP(=O)(OCC)OCC)C (2,5-Dimethyl-4-(diethylphosphonomethyl)benzaldehyde). As a reaction SMILES: C([O-])(O)=[O:2].[Na+].Cl[CH2:7][C:8]1[CH:13]=[C:12]([CH3:14])[C:11]([CH2:15][P:16]([O:21][CH2:22][CH3:23])([O:18][CH2:19][CH3:20])=[O:17])=[CH:10][C:9]=1[CH3:24].O>CS(C)=O.C(Cl)(Cl)Cl>[CH3:24][C:9]1[CH:10]=[C:11]([CH2:15][P:16]([O:21][CH2:22][CH3:23])([O:18][CH2:19][CH3:20])=[O:17])[C:12]([CH3:14])=[CH:13][C:8]=1[CH:7]=[O:2] |f:0.1|. Procedure: DMSO (32 mL) was heated to 100° C. and then NaHCO3 (4.5 gm) was added all at once. The mixture was stirred vigorously as α-chloro-α'-diethylphosphono-2,5-dimethyl-p-xylene (7 mmol) in DMSO (45 mL) and chloroform (5 mL) was rapidly added. The mixture was stirred for 7 min. and then quickly cooled to room temperature. The reaction mixture was combined with H2O (350 mL) and extracted with 3×125 mL ethyl ether. The combined organic layers were washed with 5×150 mL H2O, dried over MgSO4, and concentr... Reactants: ClC1=CC(=C(C=C1[N+](=O)[O-])O)C (4-chloro-2-methyl-5-nitrophenol), [H][H] (hydrogen). The reagents and catalysts are [Ni] (Raney nickel). Solvent: C(C)O (ethanol). The product is Cl.CC1=C(C=C(C(=C1)Cl)N)O (2-methyl-4-chloro-5-aminophenolhydrochloride). Reaction SMILES: [Cl:1][C:2]1[C:7]([N+:8]([O-])=O)=[CH:6][C:5]([OH:11])=[C:4]([CH3:12])[CH:3]=1.[H][H]>C(O)C.[Ni]>[ClH:1].[CH3:12][C:4]1[CH:3]=[C:2]([Cl:1])[C:7]([NH2:8])=[CH:6][C:5]=1[OH:11] |f:4.5|. Reported procedure: 5 g of 4-chloro-2-methyl-5-nitrophenol were dissolved in 200 ml of ethanol and, after addition of 0.5 g of Raney nickel, the resulting solution was catalytically hydrogenated. When the uptake of hydrogen stopped, the catalyst was separated off by filtration and the filtrate acidified with dilute hydrochloric acid. Concentration to dryness produced light beige crystals melting at 198° C. (with decomposition). The reactants are ClC1=C(N)C=CC=C1 (2-chloroaniline), Br (hydrobromic acid), N(=O)[O-].[Na+] (sodium nitrite), C(C=C)(=O)OC (Methyl acrylate), cuprous bromide. Solvent: O (water), CC(=O)C (acetone), O (water). Reaction conditions: temperature 25 celsius. Yields the product BrC(C(=O)OC)CC1=C(C=CC=C1)Cl (methyl 2-bromo-3-(2-chlorophenyl)propionate). As a reaction SMILES: [Cl:1][C:2]1[CH:8]=[CH:7][CH:6]=[CH:5][C:3]=1N.N([O-])=O.[Na+].[C:13]([O:17][CH3:18])(=[O:16])[CH:14]=[CH2:15].[BrH:19]>CC(C)=O.O>[Br:19][CH:14]([CH2:15][C:3]1[CH:5]=[CH:6][CH:7]=[CH:8][C:2]=1[Cl:1])[C:13]([O:17][CH3:18])=[O:16] |f:1.2|. Procedure details: 6.35 g. of 2-chloroaniline (0.05 mole) in acetone (100 ml.) and concentrated hydrobromic acid (16 ml.) was stirred at -5° C. and treated with a solution of 4.2 g. of sodium nitrite (0.06 mole) in water (10 ml.). Methyl acrylate (0.5 mole) (43 g.) and cuprous bromide (100 mg.) were then added at 0° C. The reaction temperature was kept below 15° C. until nitrogen evolution ceased and then stirred at 25° C. for thirty minutes. The reaction mixture was poured into water and extracted with benzene wh...